From a dataset of the Open Reaction Database (ORD), a public repository of structured organic reaction records. describe an organic reaction: reactants, conditions, products, and yield The reactants are CCOC(=O)Cl, CC1CN(Cc2ccccc2)CCC1=O, Cc1ccccc1. The product is CCOC(=O)N1CCC(=O)C(C)C1. As a reaction SMILES: [C:16]([O:17][CH2:18][CH3:19])(=[O:20])[Cl:21].[CH3:1][CH:2]1[CH2:3][N:4]([CH2:9][c:10]2[cH:11][cH:12][cH:13][cH:14][cH:15]2)[CH2:5][CH2:6][C:7]1=[O:8].[CH3:22][c:23]1[cH:24][cH:25][cH:26][cH:27][cH:28]1>>[CH3:1][CH:2]1[CH2:3][N:4]([C:16]([O:17][CH2:18][CH3:19])=[O:20])[CH2:5][CH2:6][C:7]1=[O:8]. Run at time 24 hour. Starting materials: O (Water), C(C)(C)(C)OC(=O)N1C(\C(\C2=CC=C(C=C12)Cl)=C/CC(C)(C)C)=O (Z-6-chloro-3-(3,3-dimethyl-butylidene)-2-oxo-2,3-dihydro-indole-1-carboxylic acid tert-butyl ester), ClC=1C(=C(C=CC1)\C=N\C[Si](C)(C)C)F ([1-(3-chloro-2-fluoro-phenyl)-meth-(E)-ylidene]-trimethylsilanylmethyl-amine), C(C)(=O)O (acetic acid), O (H2O). RXN SMILES: C(OC([N:8]1[C:16]2[C:11](=[CH:12][CH:13]=[C:14]([Cl:17])[CH:15]=2)/[C:10](=[CH:18]/[CH2:19][C:20]([CH3:23])([CH3:22])[CH3:21])/[C:9]1=[O:24])=O)(C)(C)C.[Cl:25][C:26]1[C:27]([F:39])=[C:28](/[CH:32]=[N:33]/[CH2:34][Si](C)(C)C)[CH:29]=[CH:30][CH:31]=1.C(O)(=O)C.O>CN(C)P(N(C)C)(N(C)C)=O>[Cl:17][C:14]1[CH:15]=[C:16]2[NH:8][C:9](=[O:24])[C:10]3([CH:18]([CH2:19][C:20]([CH3:22])([CH3:23])[CH3:21])[CH2:34][NH:33][CH:32]3[C:28]3[CH:29]=[CH:30][CH:31]=[C:26]([Cl:25])[C:27]=3[F:39])[C:11]2=[CH:12][CH:13]=1. The solvent is CN(P(=O)(N(C)C)N(C)C)C (hexamethylphosphoramide). Procedure: To a solution of E/Z-6-chloro-3-(3,3-dimethyl-butylidene)-2-oxo-2,3-dihydro-indole-1-carboxylic acid tert-butyl ester prepared in Example 4 (2.5 g, 7.1 mmol) in hexamethylphosphoramide (30 mL) was added [1-(3-chloro-2-fluoro-phenyl)-meth-(E)-ylidene]-trimethylsilanylmethyl-amine prepared in Example 5 (2.4 g, 9.9 mmol), acetic acid (0.6 g, 10 mmol) and H2O (0.2 g, 11 mmol) sequentially. The reaction mixture was stirred at room temperature for 24 h. Water was added. The mixture was extracted with ... Product: ClC1=CC=C2C(=C1)NC(C21C(NCC1CC(C)(C)C)C1=C(C(=CC=C1)Cl)F)=O (rac-(2′S,3′S,4′S)-6-chloro-2′-(3-chloro-2-fluoro-phenyl)-4′-(2,2-dimethyl-propyl)-1H-spiro[indole-3,3′-pyrrolidin]-2-one). Reactants: [BH4-], C1CCOC1, CO, COc1cc(N2CCC(N3CCN(S(C)(=O)=O)CC3)CC2)ccc1[N+](=O)[O-], [Na+]. The product is COc1cc(N2CCC(N3CCN(S(C)(=O)=O)CC3)CC2)ccc1N. Reaction SMILES: [BH4-:1].[CH2:32]1[O:33][CH2:34][CH2:35][CH2:36]1.[CH3:30][OH:31].[CH3:3][O:4][c:5]1[cH:6][c:7]([N:14]2[CH2:15][CH2:16][CH:17]([N:20]3[CH2:21][CH2:22][N:23]([S:26](=[O:27])(=[O:28])[CH3:29])[CH2:24][CH2:25]3)[CH2:18][CH2:19]2)[cH:8][cH:9][c:10]1[N+:11]([O-:12])=[O:13].[Na+:2]>>[CH3:3][O:4][c:5]1[cH:6][c:7]([N:14]2[CH2:15][CH2:16][CH:17]([N:20]3[CH2:21][CH2:22][N:23]([S:26](=[O:27])(=[O:28])[CH3:29])[CH2:24][CH2:25]3)[CH2:18][CH2:19]2)[cH:8][cH:9][c:10]1[NH2:11]. The reactants are CN(C)P(=O)(N(C)C)N(C)C, ClCc1ccc(Cl)c(Cl)c1, OC(COc1ccc(Cl)c(Cl)c1)Cn1ccnc1, [H-], [Na+]. Yields the product Clc1ccc(COC(COc2ccc(Cl)c(Cl)c2)Cn2ccnc2)cc1Cl. As a reaction SMILES: [CH3:31][N:32]([P:33]([N:34]([CH3:35])[CH3:36])([N:37]([CH3:38])[CH3:39])=[O:40])[CH3:41].[Cl:21][CH2:22][c:23]1[cH:24][c:25]([Cl:30])[c:26]([Cl:29])[cH:27][cH:28]1.[Cl:3][c:4]1[cH:5][c:6]([O:7][CH2:8][CH:9]([CH2:10][n:11]2[cH:12][n:13][cH:14][cH:15]2)[OH:16])[cH:17][cH:18][c:19]1[Cl:20].[H-:1].[Na+:2]>>[Cl:3][c:4]1[cH:5][c:6]([O:7][CH2:8][CH:9]([CH2:10][n:11]2[cH:12][n:13][cH:14][cH:15]2)[O:16][CH2:22][c:23]2[cH:24][c:25]([Cl:30])[c:26]([Cl:29])[cH:27][cH:28]2)[cH:17][cH:18][c:19]1[Cl:20]. Starting materials: NN1C(C2=CC=CC=C2C(=N1)C=1SC=CC1)=O (2-amino-4-(thiophen-2-yl)phthalazin-1(2H)-one), ClC1=CC=C(C=C1)CC(=O)O (2-(4-chlorophenyl)acetic acid). The product is ClC1=CC=C(C=C1)CC(=O)NN1C(C2=CC=CC=C2C(=N1)C=1SC=CC1)=O (2-(4-chlorophenyl)-N-[1-oxo-4-(thiophen-2-yl)phthalazin-2(1H)-yl]acetamide). Reaction SMILES: [NH2:1][N:2]1[N:11]=[C:10]([C:12]2[S:13][CH:14]=[CH:15][CH:16]=2)[C:9]2[C:4](=[CH:5][CH:6]=[CH:7][CH:8]=2)[C:3]1=[O:17].[Cl:18][C:19]1[CH:24]=[CH:23][C:22]([CH2:25][C:26](O)=[O:27])=[CH:21][CH:20]=1>>[Cl:18][C:19]1[CH:24]=[CH:23][C:22]([CH2:25][C:26]([NH:1][N:2]2[N:11]=[C:10]([C:12]3[S:13][CH:14]=[CH:15][CH:16]=3)[C:9]3[C:4](=[CH:5][CH:6]=[CH:7][CH:8]=3)[C:3]2=[O:17])=[O:27])=[CH:21][CH:20]=1. Procedure details: The product of Example 10B and 2-(4-chlorophenyl)acetic acid were treated using a method similar to that described in Example 10C to give the title compound. 1H NMR (400 MHz, DMSO-d6) δ ppm 11.73 (s, 1H), 8.40 (ddd, J=7.7, 1.6, 0.8 Hz, 1H), 8.17 (ddd, J=8.1, 1.3, 0.6 Hz, 1H), 8.04 (ddd, J=8.0, 7.2, 1.6 Hz, 1H), 7.98 (ddd, J=7.8, 7.2, 1.3 Hz, 1H), 7.81 (dd, J=5.1, 1.1 Hz, 1H), 7.65 (dd, J=3.6, 1.1 Hz, 1H), 7.35-7.47 (m, 4H), 7.28 (dd, J=5.1, 3.6 Hz, 1H), 3.72 (s, 2H); MS (APCI) M/Z 396 (M+H)+. Starting materials: C(C)(=O)O (acetic acid), COC([C@@H](NC(=O)OCC1=CC=CC=C1)CC1=CC=C(C=C1)OCCC)=O (N-benzyloxycarbonyl-3-[4-propoxyphenyl]-alanine-methyl ester), CO (methanol), [BH4-].[Na+] (sodium borohydride). Solvent: O1CCCC1 (tetrahydrofuran), O (water), COC(C)(C)C (tert-butyl methyl ether). Conditions: time 3 hour. The product is C(C1=CC=CC=C1)OC(=O)NC(CO)CC1=CC=C(C=C1)OCCC (N-Benzyloxycarbonyl-2-amino-2-[4-propoxybenzyl]-ethanol). As a reaction SMILES: C[O:2][C:3](=O)[C@H:4]([CH2:16][C:17]1[CH:22]=[CH:21][C:20]([O:23][CH2:24][CH2:25][CH3:26])=[CH:19][CH:18]=1)[NH:5][C:6]([O:8][CH2:9][C:10]1[CH:15]=[CH:14][CH:13]=[CH:12][CH:11]=1)=[O:7].[BH4-].[Na+].CO.C(O)(=O)C>COC(C)(C)C.O1CCCC1.O>[CH2:9]([O:8][C:6]([NH:5][CH:4]([CH2:16][C:17]1[CH:22]=[CH:21][C:20]([O:23][CH2:24][CH2:25][CH3:26])=[CH:19][CH:18]=1)[CH2:3][OH:2])=[O:7])[C:10]1[CH:11]=[CH:12][CH:13]=[CH:14][CH:15]=1 |f:1.2|. Reported procedure: 4.15 g (11.2 mmol) of N-benzyloxycarbonyl-3-[4-propoxyphenyl]-alanine-methyl ester is dissolved in 20 ml of tert-butyl methyl ether and mixed with 0.17 g (4.5 mmol) of sodium borohydride. At 0° C., 6 ml of methanol is added and it is stirred for three hours under argon at a temperature below 5° C. Then, 0.8 ml of acetic acid, dissolved in 3 ml of tetrahydrofuran, is added, mixed with 3 ml of water and stirred for ten minutes at room temperature. The organic phase is separated, washed with water ...